From a dataset of the Open Reaction Database (ORD), a public repository of structured organic reaction records. describe an organic reaction: reactants, conditions, products, and yield The reactants are Cl (HCl), C([O-])([O-])=O.[K+].[K+] (Potassium carbonate), COC(CBr)=O (bromoacetic acid methyl ester), BrC1=CC=C(C(=N1)[N+](=O)[O-])O (6-Bromo-2-nitropyridin-3-ol). Run in CS(=O)C (dimethylsulfoxide). Conditions: temperature 60 celsius, time 2 hour. Yields the product COC(COC=1C(=NC(=CC1)Br)[N+](=O)[O-])=O ((6-bromo-2-nitropyridin-3-yloxy)acetic acid methyl ester). Reaction SMILES: [Br:1][C:2]1[N:7]=[C:6]([N+:8]([O-:10])=[O:9])[C:5]([OH:11])=[CH:4][CH:3]=1.C(=O)([O-])[O-].[K+].[K+].[CH3:18][O:19][C:20](=[O:23])[CH2:21]Br.Cl>CS(C)=O>[CH3:18][O:19][C:20](=[O:23])[CH2:21][O:11][C:5]1[C:6]([N+:8]([O-:10])=[O:9])=[N:7][C:2]([Br:1])=[CH:3][CH:4]=1 |f:1.2.3|. Procedure: 6-Bromo-2-nitropyridin-3-ol (10.8 g, 49.1 mmol) was dissolved in dimethylsulfoxide (DMSO) (30 mL). Potassium carbonate (13.6 g, 98.6 mmol) and bromoacetic acid methyl ester (7.0 mL, 74 mmol) were added and the reaction mixture was stirred at 60° C. for two hours. Then, the reaction mixture was cooled to room temperature and neutralized with 1N HCl(aq). The aqueous solution was extracted twice with ethyl acetate, and the combined organic extracts were washed with brine. The product was purified b... The reactants are BrC=1C(=C(C(=O)OC)C(=CC1)CBr)O (methyl 3-bromo-6-bromomethyl-2-hydroxybenzoate), BrC=1C(=C(C(=O)OC)C(=CC1)CBr)O (methyl 3-bromo-6-bromomethyl-2-hydroxybenzoate), COC1=C(C=CC=C1)S (2-methoxythiophenol), C([O-])([O-])=O.[K+].[K+] (potassium carbonate). Solvent: C1CCOC1 (THF). Conditions: temperature 60 celsius. The product is BrC=1C(=C(C(=O)OC)C(=CC1)CSC1=C(C=CC=C1)OC)O (methyl 3-bromo-2-hydroxy-6-(2-methoxyphenylthiomethyl)-benzoate). The yield is 64.8%. RXN SMILES: [Br:1][C:2]1[C:3]([OH:14])=[C:4]([C:9]([CH2:12]Br)=[CH:10][CH:11]=1)[C:5]([O:7][CH3:8])=[O:6].[CH3:15][O:16][C:17]1[CH:22]=[CH:21][CH:20]=[CH:19][C:18]=1[SH:23].C(=O)([O-])[O-].[K+].[K+]>C1COCC1>[Br:1][C:2]1[C:3]([OH:14])=[C:4]([C:9]([CH2:12][S:23][C:18]2[CH:19]=[CH:20][CH:21]=[CH:22][C:17]=2[O:16][CH3:15])=[CH:10][CH:11]=1)[C:5]([O:7][CH3:8])=[O:6] |f:2.3.4|. Reported procedure: A mixture of methyl 3-bromo-6-bromomethyl-2-hydroxybenzoate (Intermediate 53, 0.6 g), 2-methoxythiophenol (0.518 g) and potassium carbonate (0.766 g) in THF (10 ml) was stirred and heated at 60° C. for 3 hours. After cooling, the mixture was partitioned between ethyl acetate and water and the separated organic layer was washed with potassium hydroxide solution, dried (Na2SO4) and filtered. The filtrate was evaporated to dryness and the residue was purified by chromatography on silica, eluting wi... Procedure details: Sodium triacetoxyborohydride (Sodium Ion (1)) (1.189 g, 5.608 mmol) was added in portions to a stirred solution of 3-nitro-4-(1,2,3,6-tetrahydropyridin-4-yl)pyridine (523 mg, 2.549 mmol) and 3-oxetanone (312.2 mg, 277.8 μL, 4.333 mmol) in THF (10 mL) at 0° C. under an atmosphere of nitrogen. The reaction was allowed to warm to ambient temperature and was stirred for 16 hours. MeOH (2 mL) was added dropwise and the mixture stirred at ambient temperature for 30 minutes. The mixture was concentrate... As a reaction SMILES: N[C:2]1[C:13]([C:14]([O:16]N2C3C=CC=CC=3N=N2)=O)=C2N=CC(CC#N)=CN2N=1.[N+:26]([C:29]1[CH:30]=[N:31][CH:32]=[CH:33][C:34]=1[C:35]1[CH2:36][CH2:37][NH:38][CH2:39][CH:40]=1)([O-:28])=[O:27].O1CC(=O)C1.CO>C1COCC1>[N+:26]([C:29]1[CH:30]=[N:31][CH:32]=[CH:33][C:34]=1[C:35]1[CH2:36][CH2:37][N:38]([CH:13]2[CH2:14][O:16][CH2:2]2)[CH2:39][CH:40]=1)([O-:28])=[O:27]. The product is [N+](=O)([O-])C=1C=NC=CC1C=1CCN(CC1)C1COC1 (3′-nitro-1-(oxetan-3-yl)-1,2,3,6-tetrahydro-4,4′-bipyridine). Yield: 92.3%. Reactants: CO (MeOH), NC1=NN2C(N=CC(=C2)CC#N)=C1C(=O)ON1N=NC2=C1C=CC=C2 (1H-benzo[d][1,2,3]triazol-1-yl 2-amino-6-(cyanomethyl)pyrazolo[1,5-a]pyrimidine-3-carboxylate), [N+](=O)([O-])C=1C=NC=CC1C=1CCNCC1 (3-nitro-4-(1,2,3,6-tetrahydropyridin-4-yl)pyridine), O1CC(C1)=O (3-oxetanone). The solvent is C1CCOC1 (THF). Reaction conditions: time 16 hour. Starting materials: CC(C)(C)[O-], CN(C)C=O, O=NCNC1=Nc2sc(Cl)cc2C(c2ccccc2)=NC1, [K+], C[N+](=O)[O-]. Product: O=[N+]([O-])C=C1CN=C(c2ccccc2)c2cc(Cl)sc2N1. RXN SMILES: [CH3:26][C:27]([CH3:28])([O-:29])[CH3:30].[CH3:32][N:33]([CH3:34])[CH:35]=[O:36].[Cl:1][c:2]1[cH:3][c:4]2[c:5]([s:21]1)[N:6]=[C:7]([NH:17][CH2:18][N:19]=[O:20])[CH2:8][N:9]=[C:10]2[c:11]1[cH:12][cH:13][cH:14][cH:15][cH:16]1.[K+:31].[N+:22](=[O:23])([O-:24])[CH3:25]>>[Cl:1][c:2]1[cH:3][c:4]2[c:5]([s:21]1)[NH:6][C:7](=[CH:25][N+:22](=[O:23])[O-:24])[CH2:8][N:9]=[C:10]2[c:11]1[cH:12][cH:13][cH:14][cH:15][cH:16]1. Starting materials: O=C([O-])O, N#Cc1ccc(Cl)nc1, [K+], CC(N)CNC(=O)OC(C)(C)C, CN(C)C=O, O. Yields the product CC(CNC(=O)OC(C)(C)C)Nc1ccc(C#N)cn1. As a reaction SMILES: [C:22](=[O:23])([OH:24])[O-:25].[Cl:1][c:2]1[n:3][cH:4][c:5]([C:8]#[N:9])[cH:6][cH:7]1.[K+:26].[NH2:10][CH:11]([CH2:12][NH:13][C:14]([O:15][C:16]([CH3:17])([CH3:18])[CH3:19])=[O:20])[CH3:21].[O:27]=[CH:28][N:29]([CH3:30])[CH3:31].[OH2:32]>>[c:2]1([NH:10][CH:11]([CH2:12][NH:13][C:14]([O:15][C:16]([CH3:17])([CH3:18])[CH3:19])=[O:20])[CH3:21])[n:3][cH:4][c:5]([C:8]#[N:9])[cH:6][cH:7]1. Starting materials: N#C[Cu]C#N, COC(=O)c1ccc2c(c1)OCCn1cc(I)nc1-2, CN(C)C=O. The product is COC(=O)c1ccc2c(c1)OCCn1cc(C#N)nc1-2. As a reaction SMILES: [Cu:20]([C:21]#[N:22])[C:23]#[N:24].[I:1][c:2]1[n:3][c:4]2[n:5]([cH:19]1)[CH2:6][CH2:7][O:8][c:9]1[c:10]-2[cH:11][cH:12][c:13]([C:15](=[O:16])[O:17][CH3:18])[cH:14]1.[O:25]=[CH:26][N:27]([CH3:28])[CH3:29]>>[c:2]1([C:21]#[N:22])[n:3][c:4]2[n:5]([cH:19]1)[CH2:6][CH2:7][O:8][c:9]1[c:10]-2[cH:11][cH:12][c:13]([C:15](=[O:16])[O:17][CH3:18])[cH:14]1. The reactants are product, S1C(=NC2=C1C=CC=C2)C(CC(C(F)(F)F)=O)=O (1-(benzothiazol-2-yl)-4,4,4-trifluorobutane-1,3-dione), Cl.S(N)(=O)(=O)C1=CC=C(C=C1)NN (4-sulfamoylphenylhydrazine hydrochloride). Product: S1C(=NC2=C1C=CC=C2)C2=CC(=NN2C2=CC=C(C=C2)S(=O)(=O)N)C(F)(F)F (4-[5-(benzothiazol-2-yl)-3-trifluoromethyl-1H-pyrazol-1-yl]benzenesulfonamide). The yield is 44.0%. Reaction SMILES: [S:1]1[C:5]2[CH:6]=[CH:7][CH:8]=[CH:9][C:4]=2[N:3]=[C:2]1[C:10](=O)[CH2:11][C:12](=O)[C:13]([F:16])([F:15])[F:14].Cl.[S:20]([C:24]1[CH:29]=[CH:28][C:27]([NH:30][NH2:31])=[CH:26][CH:25]=1)(=[O:23])(=[O:22])[NH2:21]>>[S:1]1[C:5]2[CH:6]=[CH:7][CH:8]=[CH:9][C:4]=2[N:3]=[C:2]1[C:10]1[N:30]([C:27]2[CH:26]=[CH:25][C:24]([S:20]([NH2:21])(=[O:23])=[O:22])=[CH:29][CH:28]=2)[N:31]=[C:12]([C:13]([F:16])([F:15])[F:14])[CH:11]=1 |f:1.2|. Reported procedure: The product obtained in Example 7.1), 1-(benzothiazol-2-yl)-4,4,4-trifluorobutane-1,3-dione, was treated with 4-sulfamoylphenylhydrazine hydrochloride in the same manner as in Example 9 to give 4-[5-(benzothiazol-2-yl)-3-trifluoromethyl-1H-pyrazol-1-yl]benzenesulfonamide (yield, 44%). Starting materials: BrC1=C(C=C(OC2=C(C(=O)O)C=C(C=C2)OC)C=C1)F (2-(4-bromo-3-fluorophenoxy)-5-methoxybenzoic acid), S(O)(O)(=O)=O (sulfuric acid), BrC1=C(C=2C(C3=CC(=CC=C3OC2C=C1)OC)=O)F (2-bromo-1-fluoro-7-methoxy-9H-xanthen-9-one). Run at temperature 80 celsius, time 2 hour. Yields the product BrC1=CC=2C(C3=CC(=CC=C3OC2C=C1F)OC)=O (2-bromo-3-fluoro-7-methoxy-9H-xanthen-9-one). The yield is 42.3%. As a reaction SMILES: [Br:1][C:2]1[CH:19]=[CH:18][C:5]([O:6][C:7]2[CH:15]=[CH:14][C:13]([O:16][CH3:17])=[CH:12][C:8]=2[C:9]([OH:11])=O)=[CH:4][C:3]=1[F:20].S(=O)(=O)(O)O.BrC1C=CC2OC3C(=CC(OC)=CC=3)C(=O)C=2C=1F>>[Br:1][C:2]1[C:3]([F:20])=[CH:4][C:5]2[O:6][C:7]3[C:8](=[CH:12][C:13]([O:16][CH3:17])=[CH:14][CH:15]=3)[C:9](=[O:11])[C:18]=2[CH:19]=1. Reported procedure: To a 1 L flask charged with 2-(4-bromo-3-fluorophenoxy)-5-methoxybenzoic acid (100 g, 293 mmol) was added sulfuric acid (391 mL, 7329 mmol). The resulting slurry was heated to 80° C. for 2 hours. The reaction was removed from the oil bath, cooled to rt and poured into a 3 L flask containing 2 L of ice water. The derived slurry was vigorously stirred for 2 hours before being filtered. The derived solid was washed well with water (3×500 mL), 3 N NaOH (2×500 mL) and water (2×500 mL). The wet solid ... Starting materials: CN1CCCC1=O, CCN(C(C)C)C(C)C, CC#CC1CN(S(=O)(=O)c2ccc(Cl)nc2)CCN1, CC(O)(c1cnc(Cl)nc1)C(F)(F)F. The product is CC#CC1CN(S(=O)(=O)c2ccc(Cl)nc2)CCN1c1ncc(C(C)(O)C(F)(F)F)cn1. As a reaction SMILES: [CH3:43][N:44]1[CH2:45][CH2:46][CH2:47][C:48]1=[O:49].[CH:20]([N:21]([CH:22]([CH3:23])[CH3:24])[CH2:25][CH3:26])([CH3:27])[CH3:28].[Cl:1][c:2]1[cH:3][cH:4][c:5]([S:8](=[O:9])(=[O:10])[N:11]2[CH2:12][CH:13]([C:17]#[C:18][CH3:19])[NH:14][CH2:15][CH2:16]2)[cH:6][n:7]1.[Cl:29][c:30]1[n:31][cH:32][c:33]([C:36]([C:37]([F:38])([F:39])[F:40])([CH3:41])[OH:42])[cH:34][n:35]1>>[Cl:1][c:2]1[cH:3][cH:4][c:5]([S:8](=[O:9])(=[O:10])[N:11]2[CH2:12][CH:13]([C:17]#[C:18][CH3:19])[N:14]([c:30]3[n:31][cH:32][c:33]([C:36]([C:37]([F:38])([F:39])[F:40])([CH3:41])[OH:42])[cH:34][n:35]3)[CH2:15][CH2:16]2)[cH:6][n:7]1. The reactants are CCO, Nc1ncc(-c2ccc(C3(c4noc(-c5cnn(CC(=O)N6CCC(OC7CCCCO7)C6)c5)n4)CCC3)cc2)cn1, Cc1ccc(S(=O)(=O)O)cc1. Product: Nc1ncc(-c2ccc(C3(c4noc(-c5cnn(CC(=O)N6CCC(O)C6)c5)n4)CCC3)cc2)cn1. RXN SMILES: [CH3:54][CH2:55][OH:56].[NH2:1][c:2]1[n:3][cH:4][c:5](-[c:8]2[cH:9][cH:10][c:11]([C:14]3([c:18]4[n:19][o:20][c:21](-[c:23]5[cH:24][n:25][n:26]([CH2:28][C:29](=[O:30])[N:31]6[CH2:32][CH:33]([O:36][CH:37]7[CH2:38][CH2:39][CH2:40][CH2:41][O:42]7)[CH2:34][CH2:35]6)[cH:27]5)[n:22]4)[CH2:15][CH2:16][CH2:17]3)[cH:12][cH:13]2)[cH:6][n:7]1.[c:43]1([CH3:44])[cH:45][cH:46][c:47]([S:48]([OH:49])(=[O:50])=[O:51])[cH:52][cH:53]1>>[NH2:1][c:2]1[n:3][cH:4][c:5](-[c:8]2[cH:9][cH:10][c:11]([C:14]3([c:18]4[n:19][o:20][c:21](-[c:23]5[cH:24][n:25][n:26]([CH2:28][C:29](=[O:30])[N:31]6[CH2:32][CH:33]([OH:36])[CH2:34][CH2:35]6)[cH:27]5)[n:22]4)[CH2:15][CH2:16][CH2:17]3)[cH:12][cH:13]2)[cH:6][n:7]1.